This data is from the Open Reaction Database (ORD), a public repository of structured organic reaction records. The task is: describe an organic reaction: reactants, conditions, products, and yield The reactants are C(\C(\C)=C\C)(=O)OC (methyl tiglate), C1CC(=O)N(C1=O)Br (NBS), C(C1=CC=CC=C1)(=O)OOC(C1=CC=CC=C1)=O (benzoyl peroxide). Run in C(Cl)(Cl)(Cl)Cl (CCl4). Product: BrC/C=C(/C(=O)OC)\C (Methyl(2E)-4-bromo-2-methylbut-2-enoate). RXN SMILES: [C:1]([O:7][CH3:8])(=[O:6])/[C:2](=[CH:4]/[CH3:5])/[CH3:3].C1C(=O)N([Br:16])C(=O)C1.C(OOC(=O)C1C=CC=CC=1)(=O)C1C=CC=CC=1>C(Cl)(Cl)(Cl)Cl>[Br:16][CH2:5]/[CH:4]=[C:2](\[CH3:3])/[C:1]([O:7][CH3:8])=[O:6]. Procedure details: To a solution of methyl tiglate (2.00 g, 17.5 mmol) in CCl4 (8.76 mL) was added NBS (3.43 g, 19.3 mmol) and benzoyl peroxide (212 mg, 0.876 mmol). The reaction was heated to reflux for 3 hours, cooled and filtered through Celite using DCM to wash the filtrate. The reaction was concentrated in vacuo and then purified by silica chromatography using 1-15% EtOAc/hexane. The product was collected and concentrated in vacuo to afford the desired product as a colorless oil that was taken on to the next ... Reactants: Cc1cc(NC(=O)OC(C)(C)C)c(NC(=O)CC(=O)c2cccc(-c3ccnc(C#N)c3)c2)cc1C(F)(F)F, ClCCl, O=C(O)C(F)(F)F. Yields the product Cc1cc2c(cc1C(F)(F)F)NC(=O)CC(c1cccc(-c3ccnc(C#N)c3)c1)=N2. Reaction SMILES: [C:1]([O:2][C:3](=[O:4])[NH:7][c:8]1[c:9]([NH:19][C:20]([CH2:21][C:22](=[O:5])[c:24]2[cH:25][c:26](-[c:30]3[cH:31][c:32]([C:36]#[N:37])[n:33][cH:34][cH:35]3)[cH:27][cH:28][cH:29]2)=[O:38])[cH:10][c:11]([C:15]([F:16])([F:17])[F:18])[c:12]([CH3:14])[cH:13]1)([CH3:6])([CH3:23])[CH3:39].[Cl:47][CH2:48][Cl:49].[F:40][C:41]([F:42])([F:43])[C:44]([OH:45])=[O:46]>>[N:7]1=[C:22]([c:24]2[cH:25][c:26](-[c:30]3[cH:31][c:32]([C:36]#[N:37])[n:33][cH:34][cH:35]3)[cH:27][cH:28][cH:29]2)[CH2:21][C:20](=[O:38])[NH:19][c:9]2[c:8]1[cH:13][c:12]([CH3:14])[c:11]([C:15]([F:16])([F:17])[F:18])[cH:10]2. Yields the product C#CC(O)c1cc(OC)c(OC)c(OC)c1. RXN SMILES: [C-:15]#[C-:16].[CH2:19]1[O:20][CH2:21][CH2:22][CH2:23]1.[CH3:1][O:2][c:3]1[cH:4][c:5]([CH:6]=[O:7])[cH:8][c:9]([O:13][CH3:14])[c:10]1[O:11][CH3:12].[Na+:17].[Na+:18]>>[CH3:1][O:2][c:3]1[cH:4][c:5]([CH:6]([OH:7])[C:15]#[CH:16])[cH:8][c:9]([O:13][CH3:14])[c:10]1[O:11][CH3:12]. Reactants: [C-]#[C-], C1CCOC1, COc1cc(C=O)cc(OC)c1OC, [Na+], [Na+]. The reactants are CCN(CC(O)C(Cc1ccccc1)NC(=O)OCc1ccccc1)NC(=O)OC(C)(C)C, CO, [H][H]. Yields the product CCN(CC(O)C(N)Cc1ccccc1)NC(=O)OC(C)(C)C. As a reaction SMILES: [CH2:1]([O:2][C:3](=[O:4])[NH:11][CH:12]([CH:13]([CH2:14][N:15]([NH:16][C:17](=[O:18])[O:19][C:20]([CH3:21])([CH3:22])[CH3:23])[CH2:24][CH3:25])[OH:26])[CH2:27][c:28]1[cH:29][cH:30][cH:31][cH:32][cH:33]1)[c:5]1[cH:6][cH:7][cH:8][cH:9][cH:10]1.[CH3:36][OH:37].[H:34][H:35]>>[NH2:11][CH:12]([CH:13]([CH2:14][N:15]([NH:16][C:17](=[O:18])[O:19][C:20]([CH3:21])([CH3:22])[CH3:23])[CH2:24][CH3:25])[OH:26])[CH2:27][c:28]1[cH:29][cH:30][cH:31][cH:32][cH:33]1.